From a dataset of the Open Reaction Database (ORD), a public repository of structured organic reaction records. describe an organic reaction: reactants, conditions, products, and yield Starting materials: BrC(C(OC1=CC=C(C=C1)[N+](=O)[O-])(F)F)(F)F (4-(2bromotetrafluoroethoxy)nitrobenzene), Cl (HCl), C(C)O (ethyl alcohol). Run in O (water), C(C)O.O (ethanol water), O (water), [Fe] (iron). Product: BrC(C(OC1=CC=C(N)C=C1)(F)F)(F)F (4-(2-Bromotetrafluoroethoxy)aniline). Yield: 37.7%. RXN SMILES: [Br:1][C:2]([F:17])([F:16])[C:3]([F:15])([F:14])[O:4][C:5]1[CH:10]=[CH:9][C:8]([N+:11]([O-])=O)=[CH:7][CH:6]=1.C(O)C.Cl>O.[Fe].C(O)C.O>[Br:1][C:2]([F:16])([F:17])[C:3]([F:14])([F:15])[O:4][C:5]1[CH:6]=[CH:7][C:8]([NH2:11])=[CH:9][CH:10]=1 |f:5.6|. Procedure: The product of the previous reaction, 4-(2bromotetrafluoroethoxy)nitrobenzene (20.0 g, 0.069 mole), is added to a 50 percent by volume solution of ethyl alcohol in water (30.0 g) and powdered iron filings (11.0 g, 0.20 mole) in a 250 ml 3-necked round bottomed flask fitted with a nitrogen padded reflux condenser and a dropping addition funnel. The mixture is purged thoroughly with nitrogen, and brought to reflux. A solution of concentrated HCl (1.3 ml, 0.0156 mole) in 8 ml ethanol/water (1:1 by ... Reactants: C1(=CC=CC=C1)[Li] (Phenyllithium), BrC=CC1=CC=C(C2=CC=CC=C12)OC (1-(2-bromoethenyl)-4methoxynaphthalene), C1=CC=CC=C1 (benzene). Solvent: O (water). Yields the product C(#C)C1=CC=C(C2=CC=CC=C12)OC (1-ethynyl-4-methoxynaphthalene). RXN SMILES: C1([Li])C=CC=CC=1.Br[CH:9]=[CH:10][C:11]1[C:20]2[C:15](=[CH:16][CH:17]=[CH:18][CH:19]=2)[C:14]([O:21][CH3:22])=[CH:13][CH:12]=1.C1C=CC=CC=1>O>[C:10]([C:11]1[C:20]2[C:15](=[CH:16][CH:17]=[CH:18][CH:19]=2)[C:14]([O:21][CH3:22])=[CH:13][CH:12]=1)#[CH:9]. Procedure: Phenyllithium (164 ml. of 2.1 M, 0.345 mol.) was added dropwise to a solution of 35.9 g. (0.138 mol.) of 1-(2-bromoethenyl)-4methoxynaphthalene in 120 ml. of refluxing dry benzene under a nitrogen atmosphere. After addition the reaction mixture was refluxed for 30 minutes, then ice and water were slowly added. The mixture was shaken, the layers separated and the organic phase was washed with water and saturated sodium chloride solution, dried (MgSO4) and evaporated to give 1-ethynyl-4-methoxynap...